The task is: describe an organic reaction: reactants, conditions, products, and yield. This data is from the Open Reaction Database (ORD), a public repository of structured organic reaction records. The reactants are CNCC(=O)O, ClC(Cl)Cl, O=S(=O)(Cl)c1ccc(Cl)cc1, [Na+], [OH-], O. Yields the product CN(CC(=O)O)S(=O)(=O)c1ccc(Cl)cc1. As a reaction SMILES: [CH3:1][NH:2][CH2:3][C:4]([OH:5])=[O:6].[CH:9]([Cl:10])([Cl:11])[Cl:12].[Cl:13][c:14]1[cH:15][cH:16][c:17]([S:20](=[O:21])(=[O:22])[Cl:23])[cH:18][cH:19]1.[Na+:8].[OH-:7].[OH2:24]>>[CH3:1][N:2]([CH2:3][C:4]([OH:5])=[O:6])[S:20]([c:17]1[cH:16][cH:15][c:14]([Cl:13])[cH:19][cH:18]1)(=[O:21])=[O:22]. Reactants: Cc1ccccc1, S=C(Cl)Cl, CCc1cc(C#N)ccc1N. The product is CCc1cc(C#N)ccc1N=C=S. Reaction SMILES: [CH3:16][c:17]1[cH:18][cH:19][cH:20][cH:21][cH:22]1.[Cl:12][C:13]([Cl:14])=[S:15].[NH2:1][c:2]1[c:3]([CH2:10][CH3:11])[cH:4][c:5]([C:6]#[N:7])[cH:8][cH:9]1>>[N:1]([c:2]1[c:3]([CH2:10][CH3:11])[cH:4][c:5]([C:6]#[N:7])[cH:8][cH:9]1)=[C:13]=[S:15]. Reactants: CC(=O)NC(Cc1cc(F)cc(OCc2ccccc2)c1)C(O)CNC1(c2cccc(C(C)C)c2)CCCCC1, CCO, Cl, Cl, [H][H]. The product is Cl, CC(=O)NC(Cc1cc(O)cc(F)c1)C(O)CNC1(c2cccc(C(C)C)c2)CCCCC1. As a reaction SMILES: [CH2:2]([c:3]1[cH:4][cH:5][cH:6][cH:7][cH:8]1)[O:9][c:10]1[cH:11][c:12]([CH2:13][CH:14]([CH:15]([CH2:16][NH:17][C:18]2([c:24]3[cH:25][c:26]([CH:30]([CH3:31])[CH3:32])[cH:27][cH:28][cH:29]3)[CH2:19][CH2:20][CH2:21][CH2:22][CH2:23]2)[OH:33])[NH:34][C:35]([CH3:36])=[O:37])[cH:38][c:39]([F:41])[cH:40]1.[CH3:45][CH2:46][OH:47].[ClH:1].[ClH:44].[H:42][H:43]>>[ClH:1].[OH:9][c:10]1[cH:11][c:12]([CH2:13][CH:14]([CH:15]([CH2:16][NH:17][C:18]2([c:24]3[cH:25][c:26]([CH:30]([CH3:31])[CH3:32])[cH:27][cH:28][cH:29]3)[CH2:19][CH2:20][CH2:21][CH2:22][CH2:23]2)[OH:33])[NH:34][C:35]([CH3:36])=[O:37])[cH:38][c:39]([F:41])[cH:40]1. Starting materials: C(C1=CC=CC=C1)(=O)NC1=CC=C(C=C1)C1=CC=C2CN(C(C2=C1)=O)[C@H](C(=O)O)C(C)C ((S)-2-(6-(4-Benzamidophenyl)-1-oxoisoindolin-2-yl)-3-methylbutanoic acid), CC([C@@H](C(=O)OC)N1C(C2=CC(=CC=C2C1)C1=CC=C(C=C1)NC(C1=CC=C(C=C1)C1=CN=CO1)=O)=O)C ((S)-Methyl 3-methyl-2-(6-(4-(4-(oxazol-5-yl)benzamido)phenyl)-1-oxoisoindolin-2-yl)butanoate). The product is CC([C@@H](C(=O)O)N1C(C2=CC(=CC=C2C1)C1=CC=C(C=C1)NC(C1=CC=C(C=C1)C1=CN=CO1)=O)=O)C ((S)-3-Methyl-2-(6-(4-(4-(oxazol-5-yl)benzamido)phenyl)-1-oxoisoindolin-2-yl)butanoic acid). Yield: 73.0%. As a reaction SMILES: C(NC1C=CC(C2C=C3C(CN([C@@H](C(C)C)C(O)=O)C3=O)=CC=2)=CC=1)(=O)C1C=CC=CC=1.[CH3:33][CH:34]([CH3:70])[C@H:35]([N:40]1[CH2:48][C:47]2[C:42](=[CH:43][C:44]([C:49]3[CH:54]=[CH:53][C:52]([NH:55][C:56](=[O:68])[C:57]4[CH:62]=[CH:61][C:60]([C:63]5[O:67][CH:66]=[N:65][CH:64]=5)=[CH:59][CH:58]=4)=[CH:51][CH:50]=3)=[CH:45][CH:46]=2)[C:41]1=[O:69])[C:36]([O:38]C)=[O:37]>>[CH3:33][CH:34]([CH3:70])[C@H:35]([N:40]1[CH2:48][C:47]2[C:42](=[CH:43][C:44]([C:49]3[CH:50]=[CH:51][C:52]([NH:55][C:56](=[O:68])[C:57]4[CH:62]=[CH:61][C:60]([C:63]5[O:67][CH:66]=[N:65][CH:64]=5)=[CH:59][CH:58]=4)=[CH:53][CH:54]=3)=[CH:45][CH:46]=2)[C:41]1=[O:69])[C:36]([OH:38])=[O:37]. Procedure: The compound of example 622 was prepared analogous to the compound of example 98 by hydrolysis of compound of example 621. Starting materials: Cl (HCl), [OH-].[Na+] (NaOH), CC[Mg+].[Br-] (EtMgBr), C(C1=CC=CC=C1)N1C[C@@H](CC1)C#N ((R)-1-benzyl-3-cyanopyrrolidine), B(F)(F)F.CCOCC (BF3 Et2O). The reagents and catalysts are CC(C)O[Ti](OC(C)C)(OC(C)C)OC(C)C (Ti(OiPr)4). Run in CCOCC (Et2O), C1CCOC1 (THF), CCOCC (ether). Reaction conditions: temperature -78 celsius, time 20 minute. The product is C(C1=CC=CC=C1)N1C[C@@H](CC1)C1(CC1)N ((R)-1-(1-benzyl-pyrrolidin-3-yl)-cyclopropylamine). Yield: 90.9%. RXN SMILES: [CH2:1]([N:8]1[CH2:12][CH2:11][C@@H:10]([C:13]#[N:14])[CH2:9]1)[C:2]1[CH:7]=[CH:6][CH:5]=[CH:4][CH:3]=1.[CH3:15][CH2:16][Mg+].[Br-].B(F)(F)F.CCOCC.Cl.[OH-].[Na+]>CCOCC.CC(O[Ti](OC(C)C)(OC(C)C)OC(C)C)C.C1COCC1>[CH2:1]([N:8]1[CH2:12][CH2:11][C@@H:10]([C:13]2([NH2:14])[CH2:16][CH2:15]2)[CH2:9]1)[C:2]1[CH:7]=[CH:6][CH:5]=[CH:4][CH:3]=1 |f:1.2,3.4,6.7|. Reported procedure: To a solution of (R)-1-benzyl-3-cyanopyrrolidine (10 g, 53.4 mmol) in anhydrous ether (200 mL) was added Ti(OiPr)4 (17.2 mL, 58.8 mmol) and the resulting solution was cooled to −78° C. EtMgBr (3.0 M in Et2O, 35 mL, 105 mmol, Aldrich) was added drop-wise during a period of 40 min at −78° C. Anhydrous THF* (50 mL) was added to the resultant yellow suspension to facilitate stirring and the solution was stirred for 20 min at −78° C. The reaction mixture was allowed slowly to warm up to room temperat... Reactants: BrC1=C(C=CC(=C1)F)C1N=C(NC(=C1C(=O)OCC)CBr)C=1SC=CN1 (ethyl 4-(2-bromo-4-fluorophenyl)-6-(bromomethyl)-2-(thiazol-2-yl)-1,4-dihydropyrimidine-5-carboxylate), N1C(COCC1)C(=O)N (morpholine-3-carboxamide), C([O-])([O-])=O.[K+].[K+] (potassium carbonate). The solvent is C(C)O (ethanol). Conditions: temperature 25 celsius, time 12 hour. The product is BrC1=C(C=CC(=C1)F)C1N=C(NC(=C1C(=O)OCC)CN1C(COCC1)C(N)=O)C=1SC=CN1 (Ethyl 4-(2-bromo-4-fluorophenyl)-6-((3-carbamoylmorpholino)methyl)-2-(thiazol-2-yl)-1,4-dihydropyrimidine-5-carboxylate). The yield is 50.1%. Reaction SMILES: [Br:1][C:2]1[CH:7]=[C:6]([F:8])[CH:5]=[CH:4][C:3]=1[CH:9]1[C:14]([C:15]([O:17][CH2:18][CH3:19])=[O:16])=[C:13]([CH2:20]Br)[NH:12][C:11]([C:22]2[S:23][CH:24]=[CH:25][N:26]=2)=[N:10]1.[NH:27]1[CH2:32][CH2:31][O:30][CH2:29][CH:28]1[C:33]([NH2:35])=[O:34].C(=O)([O-])[O-].[K+].[K+]>C(O)C>[Br:1][C:2]1[CH:7]=[C:6]([F:8])[CH:5]=[CH:4][C:3]=1[CH:9]1[C:14]([C:15]([O:17][CH2:18][CH3:19])=[O:16])=[C:13]([CH2:20][N:27]2[CH2:32][CH2:31][O:30][CH2:29][CH:28]2[C:33](=[O:34])[NH2:35])[NH:12][C:11]([C:22]2[S:23][CH:24]=[CH:25][N:26]=2)=[N:10]1 |f:2.3.4|. Procedure details: A mixture of ethyl 4-(2-bromo-4-fluorophenyl)-6-(bromomethyl)-2-(thiazol-2-yl)-1,4-dihydropyrimidine-5-carboxylate (3.02 g, 6 mmol), morpholine-3-carboxamide (0.78 g, 6 mmol) and potassium carbonate (1.66 g, 12 mmol) in anhydrous ethanol (70 mL) was stirred at 25° C. for 12 hours under N2. The reaction mixture was filtered and the filtrate was concentrated in vacuo. The residue was purified by a silica gel column chromatography (DCM/MeOH (V/V)=100/1) to give the title compound as a yellow solid ...